The task is: describe an organic reaction: reactants, conditions, products, and yield. This data is from the Open Reaction Database (ORD), a public repository of structured organic reaction records. Starting materials: [Si](C1=CC=CC=C1)(C1=CC=CC=C1)(C(C)(C)C)OCCC=1C(N(C=CC1)C1=C(C=C(C=C1C)N1C(O[C@H](C1)CNC(=O)C=1SC(=CC1)Cl)=O)C)=O (N-[((5S)-3-{4-[3-(2-{[tert-Butyl(diphenyl)silyl]oxy}ethyl)-2-oxopyridin-1(2H)-yl]-3,5-dimethyl-phenyl}-2-oxo-1,3-oxazolidin-5-yl)methyl]-5-chlorothiophene-2-carboxamide), Cl (hydrochloric acid). Solvent: ClCCl (dichloromethane). Conditions: time 1 hour. Product: ClC1=CC=C(S1)C(=O)NC[C@H]1CN(C(O1)=O)C1=CC(=C(C(=C1)C)N1C(C(=CC=C1)CCO)=O)C (5-Chloro-N-[((5S)-3-{4-[3-(2-hydroxyethyl)-2-oxopyridin-1(2H)-yl]-3,5-dimethylphenyl}-2-oxo-1,3-oxazolidin-5-yl)methyl]thiophene-2-carboxamide). As a reaction SMILES: [Si]([O:18][CH2:19][CH2:20][C:21]1[C:22](=[O:51])[N:23]([C:27]2[C:32]([CH3:33])=[CH:31][C:30]([N:34]3[CH2:38][C@H:37]([CH2:39][NH:40][C:41]([C:43]4[S:44][C:45]([Cl:48])=[CH:46][CH:47]=4)=[O:42])[O:36][C:35]3=[O:49])=[CH:29][C:28]=2[CH3:50])[CH:24]=[CH:25][CH:26]=1)(C(C)(C)C)(C1C=CC=CC=1)C1C=CC=CC=1.Cl>ClCCl>[Cl:48][C:45]1[S:44][C:43]([C:41]([NH:40][CH2:39][C@@H:37]2[O:36][C:35](=[O:49])[N:34]([C:30]3[CH:29]=[C:28]([CH3:50])[C:27]([N:23]4[CH:24]=[CH:25][CH:26]=[C:21]([CH2:20][CH2:19][OH:18])[C:22]4=[O:51])=[C:32]([CH3:33])[CH:31]=3)[CH2:38]2)=[O:42])=[CH:47][CH:46]=1. Procedure: 157 g (174 mmol) of the compound from Example 64A (alternative synthesis) are dissolved in 1.44 l of dichloromethane. At 15-20° C., 453 ml (5.32 mol) of concentrated hydrochloric acid are added dropwise, and the mixture is stirred at room temperature for 1 h. The phases are separated, the organic phase is discarded. The aqueous phase is washed twice with dichloromethane. Dichloromethane is then added to the aqueous phase, and the mixture is adjusted with cooling to pH=10 using 1:1 dilute aqueous...